This data is from the Open Reaction Database (ORD), a public repository of structured organic reaction records. The task is: describe an organic reaction: reactants, conditions, products, and yield Starting materials: O=C(n1ccnc1)n1ccnc1, CC#N, Cl, O=C(CCc1ccccc1)N1CCNCC1. The product is O=C(CCc1ccccc1)N1CCN(C(=O)n2ccnc2)CC1. As a reaction SMILES: [C:18](=[O:19])([n:20]1[cH:21][n:22][cH:23][cH:24]1)[n:25]1[cH:26][cH:27][n:28][cH:29]1.[CH3:30][C:31]#[N:32].[ClH:1].[c:2]1([CH2:8][CH2:9][C:10](=[O:11])[N:12]2[CH2:13][CH2:14][NH:15][CH2:16][CH2:17]2)[cH:3][cH:4][cH:5][cH:6][cH:7]1>>[c:2]1([CH2:8][CH2:9][C:10](=[O:11])[N:12]2[CH2:13][CH2:14][N:15]([C:18](=[O:19])[n:20]3[cH:21][n:22][cH:23][cH:24]3)[CH2:16][CH2:17]2)[cH:3][cH:4][cH:5][cH:6][cH:7]1.